Dataset: the Open Reaction Database (ORD), a public repository of structured organic reaction records. Task: describe an organic reaction: reactants, conditions, products, and yield Reactants: C(C1=CC=CC=C1)OC(=O)N1CC(N(CC1)N(C1CCN(CC1)C1=CC=NC=C1)C)=O (4-benzyloxycarbonyl-1-{methyl[1-(4-pyridyl)-4-piperidinyl]amino}-2-piperazinone), solution, Cl (hydrochloric acid). The reagents and catalysts are [Pd] (Pd/C). The solvent is C(C)(=O)OCC (ethyl acetate), CO (methanol). Conditions: time 5 hour. The product is Cl.Cl.CN(N1C(CNCC1)=O)C1CCN(CC1)C1=CC=NC=C1 (1-{Methyl[1-(4-pyridyl)-4-piperidinyl]amino}-2-piperazinone Dihydrochloride). Reaction SMILES: C(OC([N:11]1[CH2:16][CH2:15][N:14]([N:17]([CH3:30])[CH:18]2[CH2:23][CH2:22][N:21]([C:24]3[CH:29]=[CH:28][N:27]=[CH:26][CH:25]=3)[CH2:20][CH2:19]2)[C:13](=[O:31])[CH2:12]1)=O)C1C=CC=CC=1.[ClH:32]>C(OCC)(=O)C.CO.[Pd]>[ClH:32].[ClH:32].[CH3:30][N:17]([CH:18]1[CH2:23][CH2:22][N:21]([C:24]2[CH:29]=[CH:28][N:27]=[CH:26][CH:25]=2)[CH2:20][CH2:19]1)[N:14]1[CH2:15][CH2:16][NH:11][CH2:12][C:13]1=[O:31] |f:5.6.7|. Procedure: A solution of 4-benzyloxycarbonyl-1-{methyl[1-(4-pyridyl)-4-piperidinyl]amino}-2-piperazinone (2.22 g) and a 4N solution of hydrochloric acid in ethyl acetate (2.6 ml) in methanol (50 ml) was combined with 10% Pd/C (50% hydrated, 0.44 g) and stirred at room temperature for 5 hours under a hydrogen atmosphere. The catalyst was filtered off and the reaction mixture was concentrated to obtain the title compound. (2.13 g) as a yellow amorphous material. Starting materials: BrB(Br)Br, ClCCl, COc1ccc(Cl)c(SC)c1, OCCNCCO. Product: CSc1cc(O)ccc1Cl. As a reaction SMILES: [B:1]([Br:2])([Br:3])[Br:4].[Cl:23][CH2:24][Cl:25].[Cl:5][c:6]1[c:7]([S:14][CH3:15])[cH:8][c:9]([O:12][CH3:13])[cH:10][cH:11]1.[OH:16][CH2:17][CH2:18][NH:19][CH2:20][CH2:21][OH:22]>>[Cl:5][c:6]1[c:7]([S:14][CH3:15])[cH:8][c:9]([OH:12])[cH:10][cH:11]1. Starting materials: ClC1=C(C=C(C(=C1)O)OC)CC(=O)OC (methyl (2-chloro-4-hydroxy-5-methoxyphenyl)acetate), O(S(=O)(=O)C(F)(F)F)S(=O)(=O)C(F)(F)F (Tf2O). Run in N1=CC=CC=C1 (pyridine). Reaction conditions: time 8 hour. Yields the product COC(CC1=C(C=C(C(=C1)OC)OS(=O)(=O)C(F)(F)F)Cl)=O (methyl(2-chloro-5-methoxy-4-{[(trifluoromethyl)sulfonyl]oxy}phenyl)acetate). RXN SMILES: [Cl:1][C:2]1[CH:7]=[C:6]([OH:8])[C:5]([O:9][CH3:10])=[CH:4][C:3]=1[CH2:11][C:12]([O:14][CH3:15])=[O:13].[O:16](S(C(F)(F)F)(=O)=O)[S:17]([C:20]([F:23])([F:22])[F:21])(=O)=[O:18]>N1C=CC=CC=1>[CH3:15][O:14][C:12](=[O:13])[CH2:11][C:3]1[CH:4]=[C:5]([O:9][CH3:10])[C:6]([O:8][S:17]([C:20]([F:23])([F:22])[F:21])(=[O:18])=[O:16])=[CH:7][C:2]=1[Cl:1]. Procedure details: To a solution of methyl (2-chloro-4-hydroxy-5-methoxyphenyl)acetate (570 mg, 2.468 mmol) in 10 mL of pyridine was added Tf2O (853 mg, 2.962 mmol) dropwise at 0° C. The resulting mixture was stirred at rt overnight and concentrated to dryness. The residue was dissolved in EtOAc (50 mL), washed with 1 N HCl (50 mL), brine (50 mL), dried over anhydrous Na2SO4 and concentrated to give methyl(2-chloro-5-methoxy-4-{[(trifluoromethyl)sulfonyl]oxy}phenyeacetate. Starting materials: BrC=1C=C(C=CC1)N1CCN(CC1)CC(=O)N1CCN(CC1)C1CCC1 (1-(3-bromophenyl)-4-[2-(4-cyclobutylpiperazin-1-yl)-2-oxoethyl]piperazine), C1(=CC=CC=C1)B(O)O (phenyl boronic acid). The reagents and catalysts are C=1C=CC(=CC1)[P](C=2C=CC=CC2)(C=3C=CC=CC3)[Pd]([P](C=4C=CC=CC4)(C=5C=CC=CC5)C=6C=CC=CC6)([P](C=7C=CC=CC7)(C=8C=CC=CC8)C=9C=CC=CC9)[P](C=1C=CC=CC1)(C=1C=CC=CC1)C=1C=CC=CC1 (Pd(PPh3)4). The solvent is O1CCOCC1 (dioxane), C(=O)([O-])[O-].[K+].[K+] (K2CO3). Conditions: temperature 85 celsius. Product: C1(=CC(=CC=C1)N1CCN(CC1)CC(=O)N1CCN(CC1)C1CCC1)C1=CC=CC=C1 (1-Biphenyl-3-yl-4-[2-(4-cyclobutylpiperazin-1-yl)-2-oxoethyl]piperazine). As a reaction SMILES: Br[C:2]1[CH:3]=[C:4]([N:8]2[CH2:13][CH2:12][N:11]([CH2:14][C:15]([N:17]3[CH2:22][CH2:21][N:20]([CH:23]4[CH2:26][CH2:25][CH2:24]4)[CH2:19][CH2:18]3)=[O:16])[CH2:10][CH2:9]2)[CH:5]=[CH:6][CH:7]=1.[C:27]1(B(O)O)[CH:32]=[CH:31][CH:30]=[CH:29][CH:28]=1>O1CCOCC1.C([O-])([O-])=O.[K+].[K+].C1C=CC([P]([Pd]([P](C2C=CC=CC=2)(C2C=CC=CC=2)C2C=CC=CC=2)([P](C2C=CC=CC=2)(C2C=CC=CC=2)C2C=CC=CC=2)[P](C2C=CC=CC=2)(C2C=CC=CC=2)C2C=CC=CC=2)(C2C=CC=CC=2)C2C=CC=CC=2)=CC=1>[C:2]1([C:27]2[CH:32]=[CH:31][CH:30]=[CH:29][CH:28]=2)[CH:7]=[CH:6][CH:5]=[C:4]([N:8]2[CH2:13][CH2:12][N:11]([CH2:14][C:15]([N:17]3[CH2:22][CH2:21][N:20]([CH:23]4[CH2:26][CH2:25][CH2:24]4)[CH2:19][CH2:18]3)=[O:16])[CH2:10][CH2:9]2)[CH:3]=1 |f:3.4.5,^1:51,53,72,91|. Procedure details: In a sealed vial, dissolve 1-(3-bromophenyl)-4-[2-(4-cyclobutylpiperazin-1-yl)-2-oxoethyl]piperazine (17 mg, 0.04 mmol), phenyl boronic acid (9.8 mg, 0.08 mmol), and Pd(PPh3)4 (2.3 mg, 0.002 mmol) in dioxane (0.7 mL) and 2N K2CO3 (0.1 mL). Degas with N2 and seal the vial. Heat the mixture at 85° C. overnight. Cool and add partition EtOAc (0.5 mL) and 1N NaOH (0.5 mL). Extract the organic phase and place directly on SCX ion exchange resin. Wash the resin with EtOAc/MeOH (9:1). Discard this wash. ...